From a dataset of the Open Reaction Database (ORD), a public repository of structured organic reaction records. describe an organic reaction: reactants, conditions, products, and yield Procedure details: Proceeding as set forth in part (A) above, but substituting 4-methyl-2-pyridin-2-yl-thiazole-5-carboxylic acid for 2-phenyl-4-(4-chlorophenyl)-thiazole-5-carboxylic acid and substituting intermediate XIIId and DIEA (0.03 mL) for 1-methyl-2-(4-pyrimidin-2-yl-piperazin-1-yl)ethyl amine, the compound 2-(pyrid-2-yl)-4-methyl-thiazole-5-carboxylic acid [1-methyl-2-(4-pyrimidin-2-yl-piperazin-1-yl)-ethyl]-amide (compound 31) was prepared. M+H=424 The product is CC(CN1CCN(CC1)C1=NC=CC=N1)NC(=O)C1=C(N=C(S1)C1=NC=CC=C1)C (2-(pyrid-2-yl)-4-methyl-thiazole-5-carboxylic acid [1-methyl-2-(4-pyrimidin-2-yl-piperazin-1-yl)-ethyl]-amide). As a reaction SMILES: [C:1]1([C:7]2[S:8][C:9]([C:19]([OH:21])=O)=[C:10]([C:12]3C=CC(Cl)=CC=3)[N:11]=2)[CH:6]=[CH:5][CH:4]=[CH:3]C=1.CC[N:24](C(C)C)C(C)C.[CH3:31][CH:32]([NH2:46])[CH2:33][N:34]1[CH2:39][CH2:38][N:37]([C:40]2[N:45]=[CH:44][CH:43]=[CH:42][N:41]=2)[CH2:36][CH2:35]1>>[CH3:31][CH:32]([NH:46][C:19]([C:9]1[S:8][C:7]([C:1]2[CH:6]=[CH:5][CH:4]=[CH:3][N:24]=2)=[N:11][C:10]=1[CH3:12])=[O:21])[CH2:33][N:34]1[CH2:35][CH2:36][N:37]([C:40]2[N:41]=[CH:42][CH:43]=[CH:44][N:45]=2)[CH2:38][CH2:39]1. Starting materials: ( A ), CC(CN1CCN(CC1)C1=NC=CC=N1)N (1-methyl-2-(4-pyrimidin-2-yl-piperazin-1-yl)ethyl amine), C1(=CC=CC=C1)C=1SC(=C(N1)C1=CC=C(C=C1)Cl)C(=O)O (2-phenyl-4-(4-chlorophenyl)-thiazole-5-carboxylic acid), CCN(C(C)C)C(C)C (DIEA). Reactants: CNC(SC)=C(C#N)C#N, CC#N, N=C(N)Nc1nc(CCCCN)cs1. Product: CNC(NCCCCc1csc(NC(=N)N)n1)=C(C#N)C#N. As a reaction SMILES: [C:15](#[N:16])[C:17](=[C:18]([S:19][CH3:20])[NH:21][CH3:22])[C:23]#[N:24].[CH3:25][C:26]#[N:27].[NH:1]([C:2](=[NH:3])[NH2:4])[c:5]1[s:6][cH:7][c:8]([CH2:10][CH2:11][CH2:12][CH2:13][NH2:14])[n:9]1>>[NH:1]([C:2](=[NH:3])[NH2:4])[c:5]1[s:6][cH:7][c:8]([CH2:10][CH2:11][CH2:12][CH2:13][NH:14][C:18](=[C:17]([C:15]#[N:16])[C:23]#[N:24])[NH:21][CH3:22])[n:9]1. Reactants: CCC#CCCl, C[O-], CCOC(C)=O, CO, C#CCOC(C(=O)Nc1ccccc1-c1ccc(O)c(OC)c1)c1ccc(Cl)cc1, [Na+]. The product is C#CCOC(C(=O)Nc1ccccc1-c1ccc(OCC#CCC)c(OC)c1)c1ccc(Cl)cc1. Reaction SMILES: [CH2:34]([C:35]#[C:36][CH2:37][CH3:38])[Cl:39].[CH3:31][O-:32].[CH3:40][CH2:41][O:42][C:43](=[O:44])[CH3:45].[CH3:46][OH:47].[Cl:1][c:2]1[cH:3][cH:4][c:5]([CH:8]([C:9](=[O:10])[NH:11][c:12]2[c:13](-[c:18]3[cH:19][c:20]([O:25][CH3:26])[c:21]([OH:24])[cH:22][cH:23]3)[cH:14][cH:15][cH:16][cH:17]2)[O:27][CH2:28][C:29]#[CH:30])[cH:6][cH:7]1.[Na+:33]>>[Cl:1][c:2]1[cH:3][cH:4][c:5]([CH:8]([C:9](=[O:10])[NH:11][c:12]2[c:13](-[c:18]3[cH:19][c:20]([O:25][CH3:26])[c:21]([O:24][CH2:34][C:35]#[C:36][CH2:37][CH3:38])[cH:22][cH:23]3)[cH:14][cH:15][cH:16][cH:17]2)[O:27][CH2:28][C:29]#[CH:30])[cH:6][cH:7]1. Reactants: C#Cc1cc(C#N)cc(Oc2c(Cl)ccc(CNC(=O)c3c(Cl)ncn3COCC[Si](C)(C)C)c2F)c1, ClCCl, O=C(O)C(F)(F)F. Product: C#Cc1cc(C#N)cc(Oc2c(Cl)ccc(CNC(=O)c3[nH]cnc3Cl)c2F)c1. RXN SMILES: [Cl:1][c:2]1[n:3][cH:4][n:5]([CH2:30][O:31][CH2:32][CH2:33][Si:34]([CH3:35])([CH3:36])[CH3:37])[c:6]1[C:7](=[O:8])[NH:9][CH2:10][c:11]1[c:12]([F:29])[c:13]([O:18][c:19]2[cH:20][c:21]([C:27]#[N:28])[cH:22][c:23]([C:25]#[CH:26])[cH:24]2)[c:14]([Cl:17])[cH:15][cH:16]1.[Cl:45][CH2:46][Cl:47].[F:38][C:39]([F:40])([F:41])[C:42]([OH:43])=[O:44]>>[Cl:1][c:2]1[n:3][cH:4][nH:5][c:6]1[C:7](=[O:8])[NH:9][CH2:10][c:11]1[c:12]([F:29])[c:13]([O:18][c:19]2[cH:20][c:21]([C:27]#[N:28])[cH:22][c:23]([C:25]#[CH:26])[cH:24]2)[c:14]([Cl:17])[cH:15][cH:16]1. Reactants: O=C([O-])[O-], CI, [K+], [K+], CN(C)C=O, O=C1COc2cc(O)ccc21. Product: COc1ccc2c(c1)OCC2=O. Reaction SMILES: [C:12](=[O:13])([O-:14])[O-:15].[CH3:18][I:19].[K+:16].[K+:17].[O:20]=[CH:21][N:22]([CH3:23])[CH3:24].[OH:1][c:2]1[cH:3][c:4]2[c:5]([cH:10][cH:11]1)[C:6](=[O:9])[CH2:7][O:8]2>>[O:1]([c:2]1[cH:3][c:4]2[c:5]([cH:10][cH:11]1)[C:6](=[O:9])[CH2:7][O:8]2)[CH3:12]. Starting materials: [OH-].[Na+] (sodium hydroxide), P(Cl)(Cl)(Cl)(Cl)Cl (Phosphorus pentachloride), CS(=O)(=O)O (methanesulfonic acid), NC1=C(C=C(C=C1)Br)O (2-amino-5-bromophenol), ClC1=CC=C(C=C1)CC(=O)O (4-chlorophenylacetic acid). Run at temperature 120 celsius, time 1 hour. The product is BrC1=CC2=C(N=C(O2)CC2=CC=C(C=C2)Cl)C=C1 (6-bromo-2-(4-chlorobenzyl)benzoxazole). The yield is 71.2%. RXN SMILES: P(Cl)(Cl)(Cl)(Cl)Cl.CS(O)(=O)=O.[NH2:12][C:13]1[CH:18]=[CH:17][C:16]([Br:19])=[CH:15][C:14]=1[OH:20].[Cl:21][C:22]1[CH:27]=[CH:26][C:25]([CH2:28][C:29](O)=O)=[CH:24][CH:23]=1.[OH-].[Na+]>>[Br:19][C:16]1[CH:17]=[CH:18][C:13]2[N:12]=[C:29]([CH2:28][C:25]3[CH:26]=[CH:27][C:22]([Cl:21])=[CH:23][CH:24]=3)[O:20][C:14]=2[CH:15]=1 |f:4.5|. Procedure: Phosphorus pentachloride (2.27 g) was added to methanesulfonic acid (8 ml), and the mixture was stirred at 120° C. for 1 hour. To the solution were added 2-amino-5-bromophenol (1.50 g) and 4-chlorophenylacetic acid (1.36 g) and the mixture was stirred at 100° C. for 1 hour. The mixture was poured onto ice, neutralized with 8 N sodium hydroxide and extracted with ethyl acetate-tetrahydrofuran (3:1, v/v). The organic layer was washed with water and dried over MgSO4. The solvent was distilled off u... The reactants are CCCCc1nc2ccc(N(Cc3ccccc3)S(=O)(=O)CCCC)cc2n1Cc1ccc(-c2ccccc2C(=O)OC(C)(C)C)cc1, ClCCl, O=C(O)C(F)(F)F. Product: CCCCc1nc2ccc(N(Cc3ccccc3)S(=O)(=O)CCCC)cc2n1Cc1ccc(-c2ccccc2C(=O)O)cc1. As a reaction SMILES: [CH2:1]([CH2:2][CH2:3][CH3:4])[c:5]1[n:6][c:7]2[c:8]([n:9]1[CH2:10][c:11]1[cH:12][cH:13][c:14](-[c:17]3[c:18]([C:23](=[O:24])[O:25][C:26]([CH3:27])([CH3:28])[CH3:29])[cH:19][cH:20][cH:21][cH:22]3)[cH:15][cH:16]1)[cH:30][c:31]([N:34]([S:35](=[O:36])(=[O:37])[CH2:38][CH2:39][CH2:40][CH3:41])[CH2:42][c:43]1[cH:44][cH:45][cH:46][cH:47][cH:48]1)[cH:32][cH:33]2.[CH2:56]([Cl:57])[Cl:58].[OH:49][C:50]([C:51]([F:52])([F:53])[F:54])=[O:55]>>[CH2:1]([CH2:2][CH2:3][CH3:4])[c:5]1[n:6][c:7]2[c:8]([n:9]1[CH2:10][c:11]1[cH:12][cH:13][c:14](-[c:17]3[c:18]([C:23](=[O:24])[OH:25])[cH:19][cH:20][cH:21][cH:22]3)[cH:15][cH:16]1)[cH:30][c:31]([N:34]([S:35](=[O:36])(=[O:37])[CH2:38][CH2:39][CH2:40][CH3:41])[CH2:42][c:43]1[cH:44][cH:45][cH:46][cH:47][cH:48]1)[cH:32][cH:33]2. Reactants: O (water), [N+](=O)([O-])C1=CC=C(C=C1)C1=C(N=C2N1N=CC=C2N2CCOCC2)\C=C\C2=NC1=CC=CC=C1C=C2 ((E)-4-(3-(4-Nitrophenyl)-2-(2-(quinolin-2-yl)vinyl)imidazo[1,2-b]pyridazin-8-yl)morpholine), [OH-].[Na+] (NaOH). The reagents and catalysts are [Fe] (iron). Run in C(C)(=O)O (acetic acid). Conditions: temperature 80 celsius, time 2 hour. The product is O1CCN(CC1)C=1C=2N(N=CC1)C(=C(N2)\C=C\C2=NC1=CC=CC=C1C=C2)C2=CC=C(N)C=C2 ((E)-4-(8-Morpholino-2-(2-(quinolin-2-yl)vinyl)imidazo[1,2-b]pyridazin-3-yl)aniline). Reaction SMILES: [N+:1]([C:4]1[CH:9]=[CH:8][C:7]([C:10]2[N:14]3[N:15]=[CH:16][CH:17]=[C:18]([N:19]4[CH2:24][CH2:23][O:22][CH2:21][CH2:20]4)[C:13]3=[N:12][C:11]=2/[CH:25]=[CH:26]/[C:27]2[CH:36]=[CH:35][C:34]3[C:29](=[CH:30][CH:31]=[CH:32][CH:33]=3)[N:28]=2)=[CH:6][CH:5]=1)([O-])=O.O.[OH-].[Na+]>C(O)(=O)C.[Fe]>[O:22]1[CH2:21][CH2:20][N:19]([C:18]2[C:13]3[N:14]([C:10]([C:7]4[CH:6]=[CH:5][C:4]([NH2:1])=[CH:9][CH:8]=4)=[C:11](/[CH:25]=[CH:26]/[C:27]4[CH:36]=[CH:35][C:34]5[C:29](=[CH:30][CH:31]=[CH:32][CH:33]=5)[N:28]=4)[N:12]=3)[N:15]=[CH:16][CH:17]=2)[CH2:24][CH2:23]1 |f:2.3|. Reported procedure: To a suspension of compound 10a (0.85 g, 1.8 mmol) in acetic acid (20 mL) was added iron powder (0.50 g, 8.9 mmol). The reaction mixture was stirred at 80° C. for 2 h, and allowed to cool to rt. The reaction mixture was treated with water, and the pH of the solution was adjusted to ca. pH 7 using 3 N NaOH solution. The mixture was extracted with DCM (3×100 mL). The combined organic layers were dried over MgSO4, filtered, and concentrated to obtain compound 10b as a dark red solid. Mass Spectrum ... Reactants: [Al+3], CC(C)(CC(=O)O)c1ccccc1, [Cl-], [Cl-], [Cl-], c1ccccc1. As a reaction SMILES: [Al+3:15].[CH3:1][C:2]([CH2:3][C:4](=[O:5])[OH:6])([CH3:7])[c:8]1[cH:9][cH:10][cH:11][cH:12][cH:13]1.[Cl-:14].[Cl-:16].[Cl-:17].[cH:18]1[cH:19][cH:20][cH:21][cH:22][cH:23]1>>[CH3:1][C:2]1([CH3:7])[CH2:3][C:4](=[O:6])[c:13]2[c:8]1[cH:9][cH:10][cH:11][cH:12]2. Product: CC1(C)CC(=O)c2ccccc21.